The task is: describe an organic reaction: reactants, conditions, products, and yield. This data is from the Open Reaction Database (ORD), a public repository of structured organic reaction records. Starting materials: C[C@H](C(=O)OC)CC1=CC=CC=C1 (Methyl (S)-2-methyl-3-phenylpropionate), 8, C[O-].[Na+] (sodium methoxide), O1CCCC1 (tetrahydrofuran), [H][H] (hydrogen). Run in C(C)OCC (diethyl ether). The product is C[C@H](CO)CC1=CC=CC=C1 ((S)-2-methyl-3-phenylpropanol). Yield: 85.9%. RXN SMILES: [CH3:1][C@@H:2]([CH2:7][C:8]1[CH:13]=[CH:12][CH:11]=[CH:10][CH:9]=1)[C:3](OC)=[O:4].C[O-].[Na+].O1CCCC1.[H][H]>C(OCC)C>[CH3:1][C@@H:2]([CH2:7][C:8]1[CH:13]=[CH:12][CH:11]=[CH:10][CH:9]=1)[CH2:3][OH:4] |f:1.2|. Procedure: Methyl (S)-2-methyl-3-phenylpropionate (5 mmol, 78.4% ee), a dichlororuthenium complex 8 (0.05 mmol), sodium methoxide (5 mmol), and tetrahydrofuran (2 mL) were charged into a 100-mL autoclave equipped with a stirrer. Then, the mixture was subjected to hydrogenation at a hydrogen pressure of 5 MPa at 80° C. for 16 hours. The reaction solution was diluted with 20 mL of diethyl ether, and was passed through 8.9 g of silica gel. The silica gel was washed with diethyl ether. The solution thus obtain... The reactants are COC[C@H]1C[C@H](N(C1)C([C@@H](C1=CC=CC=C1)NC(OC)=O)=O)C1=NC2=C(N1)C1=CC=C(C=C1C=C2)C=2C=C1C=CC3=C(NC(=N3)[C@H]3N([C@@H]4C[C@@H]4C3)C([C@H](C(C)C)NC(=O)OC)=O)C1=CC2 (methyl (R)-2-((2S,4S)-4-(methoxymethyl)-2-(2′-((1R,3S,5R)-2-((S)-3-methyl-2-methoxycarbonylaminobutanoyl)-2-azabicyclo[3.1.0]hexan-3-yl)-1H,1′H-7,7′-binaphtho[1,2-d]imidazol-2-yl)pyrrolidin-1-yl)-2-oxo-1-phenylethylcarbamate), COC[C@H]1C[C@H](N(C1)C([C@H](C(C)C)NC(OC)=O)=O)C1=NC2=C(N1)C1=CC=C(C=C1C=C2)B2OC(C(O2)(C)C)(C)C (methyl (S)-1-((2S,4S)-4-(methoxymethyl)-2-(7-(4,4,5,5-tetramethyl-1,3,2-dioxaborolan-2-yl)-1H-naphtho[1,2-d]imidazol-2-yl)pyrrolidin-1-yl)-3-methyl-1-oxobutan-2-ylcarbamate), CC1(OB(OC1(C)C)C=1C=C2C=CC3=C(NC(=N3)[C@H]3N([C@@H]4C[C@@H]4C3)C(=O)OC(C)(C)C)C2=CC1)C ((1R,3S,5R)-tert-butyl 3-(7-(4,4,5,5-tetramethyl-1,3,2-dioxaborolan-2-yl)-1H-naphtho[1,2-d]imidazol-2-yl)-2-azabicyclo[3.1.0]hexane-2-carboxylate). Product: COC(=O)N[C@@H](C(=O)N1[C@@H]2C[C@@H]2C[C@H]1C=1NC2=C(N1)C=CC1=CC(=CC=C12)C=1C=C2C=CC=3N=C(NC3C2=CC1)[C@H]1N(C[C@H](C1)COC)C([C@H](C(C)C)NC(OC)=O)=O)C1=CC=CC=C1 (methyl (S)-1-((2S,4S)-2-(2′-((1R,3S,5R)-2-((R)-2-(methoxycarbonylamino)-2-phenylacetyl)-2-azabicyclo[3.1.0]hexan-3-yl)-1H,1′H-7,7′-binaphtho[2,1-d]imidazol-2-yl)-4-(methoxymethyl)pyrrolidin-1-yl)-3-methyl-1-oxobutan-2-ylcarbamate). The yield is 27.0%. RXN SMILES: [CH3:1][O:2][CH2:3][C@@H:4]1[CH2:8][N:7]([C:9](=[O:22])[C@H:10]([NH:17][C:18](=[O:21])[O:19][CH3:20])[C:11]2[CH:16]=CC=C[CH:12]=2)[C@H:6]([C:23]2[NH:27][C:26]3[C:28]4[C:33]([CH:34]=[CH:35][C:25]=3[N:24]=2)=[CH:32][C:31]([C:36]2[CH:37]=[C:38]3[C:63](=[CH:64][CH:65]=2)[C:42]2[NH:43][C:44]([C@@H:46]5[CH2:51][C@@H:50]6[C@@H:48]([CH2:49]6)[N:47]5[C:52](=[O:62])[C@@H:53]([NH:57][C:58]([O:60][CH3:61])=[O:59])[CH:54]([CH3:56])[CH3:55])=[N:45][C:41]=2[CH:40]=[CH:39]3)=[CH:30][CH:29]=4)[CH2:5]1.CO[CH2:68][C@@H:69]1CN(C(=O)[C@@H](NC(=O)OC)C(C)C)[C@H](C2NC3C4C(C=CC=3N=2)=CC(B2OC(C)(C)C(C)(C)O2)=CC=4)[CH2:70]1.CC1(C)C(C)(C)OB(C2C=C3C(=CC=2)C2NC([C@@H]4C[C@@H]5[C@@H](C5)N4C(OC(C)(C)C)=O)=NC=2C=C3)O1>>[CH3:61][O:60][C:58]([NH:57][C@H:53]([C:54]1[CH:55]=[CH:70][CH:69]=[CH:68][CH:56]=1)[C:52]([N:47]1[C@H:46]([C:44]2[NH:43][C:42]3[C:63]4[C:38](=[CH:37][C:36]([C:31]5[CH:32]=[C:33]6[C:28](=[CH:29][CH:30]=5)[C:26]5[NH:27][C:23]([C@@H:6]7[CH2:5][C@H:4]([CH2:3][O:2][CH3:1])[CH2:8][N:7]7[C:9](=[O:22])[C@@H:10]([NH:17][C:18](=[O:21])[O:19][CH3:20])[CH:11]([CH3:16])[CH3:12])=[N:24][C:25]=5[CH:35]=[CH:34]6)=[CH:65][CH:64]=4)[CH:39]=[CH:40][C:41]=3[N:45]=2)[CH2:51][C@@H:50]2[C@H:48]1[CH2:49]2)=[O:62])=[O:59]. Procedure: This compound was made using the same procedure as was used to make methyl (R)-2-((2S,4S)-4-(methoxymethyl)-2-(2′-((1R,3S,5R)-2-((S)-3-methyl-2-methoxycarbonylaminobutanoyl)-2-azabicyclo[3.1.0]hexan-3-yl)-1H,1′H-7,7′-binaphtho[1,2-d]imidazol-2-yl)pyrrolidin-1-yl)-2-oxo-1-phenylethylcarbamate, using methyl (S)-1-((2S,4S)-4-(methoxymethyl)-2-(7-(4,4,5,5-tetramethyl-1,3,2-dioxaborolan-2-yl)-1H-naphtho[1,2-d]imidazol-2-yl)pyrrolidin-1-yl)-3-methyl-1-oxobutan-2-ylcarbamate and (1R,3S,5R)-tert-butyl 3... Starting materials: NC1=CC=C(C=C1)C (p-toluidine), CNC1=CC=C(C=2C(C3=CC=CC=C3C(C12)=O)=O)Br (1-methylamino-4-bromoanthraquinone), C(C)(=O)[O-].[Na+] (sodium acetate). Reagents/catalysts: C(C)(=O)[O-].[Cu+2].C(C)(=O)[O-] (copper acetate). Solvent: CO (methanol). Reaction conditions: time 6 hour. The product is CNC1=CC=C(C=2C(C3=CC=CC=C3C(C12)=O)=O)NC1=CC=C(C=C1)C (1-methylamino-4-(4'-methylanilino)-anthraquinone). The yield is 82.0%. Reaction SMILES: [NH2:1][C:2]1[CH:7]=[CH:6][C:5]([CH3:8])=[CH:4][CH:3]=1.[CH3:9][NH:10][C:11]1[C:24]2[C:23](=[O:25])[C:22]3[C:17](=[CH:18][CH:19]=[CH:20][CH:21]=3)[C:16](=[O:26])[C:15]=2[C:14](Br)=[CH:13][CH:12]=1.C([O-])(=O)C.[Na+]>CO.C([O-])(=O)C.[Cu+2].C([O-])(=O)C>[CH3:9][NH:10][C:11]1[C:24]2[C:23](=[O:25])[C:22]3[C:17](=[CH:18][CH:19]=[CH:20][CH:21]=3)[C:16](=[O:26])[C:15]=2[C:14]([NH:1][C:2]2[CH:7]=[CH:6][C:5]([CH3:8])=[CH:4][CH:3]=2)=[CH:13][CH:12]=1 |f:2.3,5.6.7|. Procedure: In a reactor were charged p-toluidine (80 parts), 1-methylamino-4-bromoanthraquinone (15.8 parts), sodium acetate (7.5 parts) and copper acetate (0.5 part) and the mixture was kept at 115° to 120° C. for 6 hours under a nitrogen atmosphere. Thereafter, the reaction mixture was diluted with methanol (100 parts) and cooled. The precipitate produced was filtrated, washed with methanol (500 parts) and then water (200 parts), and dried at 80° to 90° C. to obtain 1-methylamino-4-(4'-methylanilino)-ant... RXN SMILES: [Si:1]([O:8][C:9]([C:11]([F:27])([F:26])[C@H:12]([C@@H:14]([CH:16]([C:18](=[O:25])[C:19]1[CH:24]=[CH:23][CH:22]=[CH:21][CH:20]=1)[OH:17])[OH:15])[OH:13])=[O:10])([C:4]([CH3:7])([CH3:6])[CH3:5])([CH3:3])[CH3:2].N1C=CC=CC=1.[F:34][C:35]([F:48])([F:47])[S:36]([O:39]S(C(F)(F)F)(=O)=O)(=[O:38])=[O:37]>ClCCl>[Si:1]([O:8][C:9]([C:11]([F:26])([F:27])[C@:12]([O:39][S:36]([C:35]([F:48])([F:47])[F:34])(=[O:38])=[O:37])([C@@H:14]([CH:16]([C:18](=[O:25])[C:19]1[CH:24]=[CH:23][CH:22]=[CH:21][CH:20]=1)[OH:17])[OH:15])[OH:13])=[O:10])([C:4]([CH3:7])([CH3:6])[CH3:5])([CH3:3])[CH3:2]. Isolated yield 85.9%. Starting materials: [Si](C)(C)(C(C)(C)C)OC(=O)C([C@@H](O)[C@H](O)C(O)C(C1=CC=CC=C1)=O)(F)F (1-t-butyldimethylsilyloxy-5-benzoyl-2-deoxy-2,2-difluoroxylose), N1=CC=CC=C1 (pyridine), FC(S(=O)(=O)OS(=O)(=O)C(F)(F)F)(F)F (trifluoromethanesulfonic anhydride). Run in ClCCl (dichloromethane), ClCCl (dichloromethane). The product is [Si](C)(C)(C(C)(C)C)OC(=O)C([C@@](O)([C@H](O)C(O)C(C1=CC=CC=C1)=O)OS(=O)(=O)C(F)(F)F)(F)F (1-t-butyldimethylsilyloxy-5-benzoyl-3-trifluoromethanesulfonyloxy-2-deoxy-2,2-difluoroxylose). Procedure: To a solution of 2.3 gm (5.9 mMol) 1-t-butyldimethylsilyloxy-5-benzoyl-2-deoxy-2,2-difluoroxylose in dichloromethane (100 mL) were added 7.2 mL (88.5 mMol) pyridine and the reaction mixture was cooled to -20° C. To this was then added a solution of 1.5 mL (8.9 mMol) trifluoromethanesulfonic anhydride in dichloromethane (20 mL) dropwise at such a rate as to maintain the temperature between -5° and -20° C. The reaction mixture was stirred for 40 minutes at -15° C. The reaction mixture was then all... Reaction conditions: temperature -20 celsius, time 40 minute. Reactants: C(C)(C)(C)OC(=O)NC1CC2=CC=C(C=C2C1)O (2-(tert-butoxycarbonylamino)-5-hydroxyindan), Cl.O1CCOCC1 (hydrochloric acid dioxane). The solvent is C(C)(=O)O (acetic acid). Run at time 10 minute. Product: Cl.NC1CC2=CC=C(C=C2C1)O (2-amino-5-hydroxyindan hydrochloride). RXN SMILES: C(OC([NH:8][CH:9]1[CH2:17][C:16]2[C:11](=[CH:12][CH:13]=[C:14]([OH:18])[CH:15]=2)[CH2:10]1)=O)(C)(C)C.[ClH:19].O1CCOCC1>C(O)(=O)C>[ClH:19].[NH2:8][CH:9]1[CH2:17][C:16]2[C:11](=[CH:12][CH:13]=[C:14]([OH:18])[CH:15]=2)[CH2:10]1 |f:1.2,4.5|. Reported procedure: To 2-(tert-butoxycarbonylamino)-5-hydroxyindan (130 mg, 0.50 mmol) synthesized in the above Reference Production Example 1 was added 4N hydrochloric acid-dioxane (2.3 ml) and acetic acid (6.9 ml), and the mixture was stirred at room temperature for 10 minutes. By distilling off the solvent under reduced pressure, 2-amino-5-hydroxyindan hydrochloride was obtained as a crude product. This was dissolved in ethanol (3 ml). Using triethylamine (0.14 ml, 1.0 mmol), 4-chloro-5-methylthieno[2,3-d]pyrimi... The reactants are CCN=C=O, CC(NO)c1ccc2c(c1)Cc1ccccc1-2. The product is CCNC(=O)N(O)C(C)c1ccc2c(c1)Cc1ccccc1-2. RXN SMILES: [CH2:18]([CH3:19])[N:20]=[C:21]=[O:22].[OH:1][NH:2][CH:3]([c:4]1[cH:5][c:6]2[c:14]([cH:15][cH:16]1)-[c:13]1[c:8]([cH:9][cH:10][cH:11][cH:12]1)[CH2:7]2)[CH3:17]>>[OH:1][N:2]([CH:3]([c:4]1[cH:5][c:6]2[c:14]([cH:15][cH:16]1)-[c:13]1[c:8]([cH:9][cH:10][cH:11][cH:12]1)[CH2:7]2)[CH3:17])[C:21]([NH:20][CH2:18][CH3:19])=[O:22]. Starting materials: COCCBr (2-bromoethyl methyl ether), NC1=CC=C(C=C1)C=1N(C2=CC(=CC=C2C1C#N)O)C1CCC1 (2-(4-aminophenyl)-1-cyclobutyl-6-hydroxy-1H-indole-3-carbonitrile), C(=O)([O-])[O-].[K+].[K+] (K2CO3), C(C)C(=O)C (methyl ethyl ketone). Solvent: CN(C)C=O (DMF). Run at temperature 85 celsius, time 8 hour. Product: NC1=CC=C(C=C1)C=1N(C2=CC(=CC=C2C1C#N)OCCOC)C1CCC1 (2-(4-aminophenyl)-1-cyclobutyl-6-(2-methoxy-ethoxy)-1H-indole-3-carbonitrile). Yield: 81.7%. Reaction SMILES: [NH2:1][C:2]1[CH:7]=[CH:6][C:5]([C:8]2[N:9]([CH:20]3[CH2:23][CH2:22][CH2:21]3)[C:10]3[C:15]([C:16]=2[C:17]#[N:18])=[CH:14][CH:13]=[C:12]([OH:19])[CH:11]=3)=[CH:4][CH:3]=1.C([O-])([O-])=O.[K+].[K+].C(C(C)=O)C.[CH3:35][O:36][CH2:37][CH2:38]Br>CN(C=O)C>[NH2:1][C:2]1[CH:7]=[CH:6][C:5]([C:8]2[N:9]([CH:20]3[CH2:21][CH2:22][CH2:23]3)[C:10]3[C:15]([C:16]=2[C:17]#[N:18])=[CH:14][CH:13]=[C:12]([O:19][CH2:38][CH2:37][O:36][CH3:35])[CH:11]=3)=[CH:4][CH:3]=1 |f:1.2.3|. Procedure details: To a suspension of 2-(4-aminophenyl)-1-cyclobutyl-6-hydroxy-1H-indole-3-carbonitrile (519.2 mg, 1.71 mmol), K2CO3, 10 mL of methyl ethyl ketone, and 2 mL of DMF is added 2-bromoethyl methyl ether. The resulting mixture is stirred at 85° C. for 8 h. The mixture is concentrated and the residue is partitioned between ethyl acetate (20 mL) and water (20 mL). The aqueous phase is extracted with additional ethyl acetate (20 mL). The combined organic phases are washed with saturated NaCl, dried over Mg...